Dataset: the Open Reaction Database (ORD), a public repository of structured organic reaction records. Task: describe an organic reaction: reactants, conditions, products, and yield The reactants are CC1=C(C=C(C=C1C)C)O (2,3,5-trimethylphenol), FC1=CC=C(C=C1)[C@H](CCCCCC(=O)OC)O (methyl (S)-7-(4-fluorophenyl)-7-hydroxyheptanoate), C1(=CC=CC=C1)P(C1=CC=CC=C1)C1=CC=CC=C1 (triphenylphosphine), CCOC(=O)/N=N/C(=O)OCC (DEAD). Solvent: ClCCCl (1,2-dichloroethane), ClCCCl (1,2-dichloroethane). Reaction conditions: time 30 minute. Product: FC1=CC=C(C=C1)[C@@H](CCCCCC(=O)OC)C1=C(C(=C(C=C1C)C)C)O (methyl (R)-7-(4-fluorophenyl)-7-(2-hydroxy-3,4,6-trimethylphenyl)heptanoate). The yield is 33.6%. RXN SMILES: [CH3:1][C:2]1[C:7]([CH3:8])=[CH:6][C:5]([CH3:9])=[CH:4][C:3]=1[OH:10].[F:11][C:12]1[CH:17]=[CH:16][C:15]([C@@H:18](O)[CH2:19][CH2:20][CH2:21][CH2:22][CH2:23][C:24]([O:26][CH3:27])=[O:25])=[CH:14][CH:13]=1.C1(P(C2C=CC=CC=2)C2C=CC=CC=2)C=CC=CC=1.CCOC(/N=N/C(OCC)=O)=O>ClCCCl>[F:11][C:12]1[CH:17]=[CH:16][C:15]([C@H:18]([C:4]2[C:5]([CH3:9])=[CH:6][C:7]([CH3:8])=[C:2]([CH3:1])[C:3]=2[OH:10])[CH2:19][CH2:20][CH2:21][CH2:22][CH2:23][C:24]([O:26][CH3:27])=[O:25])=[CH:14][CH:13]=1. Procedure details: To a solution of 2,3,5-trimethylphenol (0.80 g, 5.9 mmol), methyl (S)-7-(4-fluorophenyl)-7-hydroxyheptanoate (0.30 g, 1.2 mmol) and triphenylphosphine (0.46 g, 1.8 mmol) in 1,2-dichloroethane (20 ml) was added at 10° C. a solution of 95% DEAD (0.54 ml) in 1,2-dichloroethane (5 ml) taking 30 minutes. The mixture was stirred for one hour at the same temperature range, then the solvent was distilled off under reduced pressure. The residue was subjected to a silica gel column chromatography to give ...